This data is from the Open Reaction Database (ORD), a public repository of structured organic reaction records. The task is: describe an organic reaction: reactants, conditions, products, and yield The reactants are BrC=1C=NC=2N(C1)N=C(C2)C(=O)N2C(C1=C(CC2)C=CN1)C ((6-Bromo-pyrazolo[1,5-a]pyrimidin-2-yl)-(7-methyl-1,4,5,7-tetrahydro-pyrrolo[2,3-c]pyridin-6-yl)-methanone), ClC=1OC2=C(C(NCC2)C)N1 (2-chloro-4-methyl-4,5,6,7-tetrahydrooxazolo[4,5-c]pyridine). The product is BrC=1C=NC=2N(C1)N=C(C2)C(=O)N2C(C1=C(CC2)OC(=N1)Cl)C ((6-Bromo-pyrazolo[1,5-a]pyrimidin-2-yl)-(2-chloro-4-methyl-6,7-dihydro-4H-oxazolo[4,5-c]pyridin-5-yl)-methanone). RXN SMILES: [Br:1][C:2]1[CH:3]=[N:4][C:5]2[N:6]([N:8]=[C:9]([C:11](N3CCC4C=CNC=4C3C)=[O:12])[CH:10]=2)[CH:7]=1.[Cl:23][C:24]1[O:25][C:26]2[CH2:31][CH2:30][NH:29][CH:28]([CH3:32])[C:27]=2[N:33]=1>>[Br:1][C:2]1[CH:3]=[N:4][C:5]2[N:6]([N:8]=[C:9]([C:11]([N:29]3[CH2:30][CH2:31][C:26]4[O:25][C:24]([Cl:23])=[N:33][C:27]=4[CH:28]3[CH3:32])=[O:12])[CH:10]=2)[CH:7]=1. Reported procedure: (6-Bromo-pyrazolo[1,5-a]pyrimidin-2-yl)-(7-methyl-1,4,5,7-tetrahydro-pyrrolo[2,3-c]pyridin-6-yl)-methanone is reacted with 2-chloro-4-methyl-4,5,6,7-tetrahydrooxazolo[4,5-c]pyridine to provide the title compound.